Dataset: the Open Reaction Database (ORD), a public repository of structured organic reaction records. Task: describe an organic reaction: reactants, conditions, products, and yield Starting materials: [BH4-], C1CCOC1, CCC(CC)(c1ccc(OCC(=O)C(C)(C)C)c(C)c1)c1ccc2cc(C(=O)O)sc2c1, [Na+]. Yields the product CCC(CC)(c1ccc(OCC(O)C(C)(C)C)c(C)c1)c1ccc2cc(C(=O)O)sc2c1. Reaction SMILES: [BH4-:33].[CH2:35]1[O:36][CH2:37][CH2:38][CH2:39]1.[CH3:1][C:2]([C:3]([CH2:4][O:5][c:6]1[c:7]([CH3:29])[cH:8][c:9]([C:12]([CH2:13][CH3:14])([CH2:15][CH3:16])[c:17]2[cH:18][cH:19][c:20]3[c:21]([s:22][c:23]([C:25](=[O:26])[OH:27])[cH:24]3)[cH:28]2)[cH:10][cH:11]1)=[O:30])([CH3:31])[CH3:32].[Na+:34]>>[CH3:1][C:2]([CH:3]([CH2:4][O:5][c:6]1[c:7]([CH3:29])[cH:8][c:9]([C:12]([CH2:13][CH3:14])([CH2:15][CH3:16])[c:17]2[cH:18][cH:19][c:20]3[c:21]([s:22][c:23]([C:25](=[O:26])[OH:27])[cH:24]3)[cH:28]2)[cH:10][cH:11]1)[OH:30])([CH3:31])[CH3:32]. Starting materials: OC[C@@H](CC)NC1=NC=2N(C(=N1)NCC1=CC=C(C=C1)C1=NC=CC=C1)N=CC2C(C)C ((R)-2-(1-hydroxybut-2-ylamino)-8-isopropyl-4-[4-(pyridin-2-yl)benzylamino]pyrazolo[1,5-a]-1,3,5-triazine), N[C@H](CO)CC ((S)-(+)-2-aminobutanol). Product: OC[C@H](CC)NC1=NC=2N(C(=N1)NCC1=CC=C(C=C1)C1=NC=CC=C1)N=CC2C(C)C ((S)-2-(1-hydroxybut-2-ylamino)-8-isopropyl-4-[4-(pyridin-2-yl)benzylamino]pyrazolo[1,5-a]-1,3,5-triazine). Isolated yield 48.0%. Reaction SMILES: [OH:1][CH2:2][C@H:3]([NH:6][C:7]1[N:12]=[C:11]([NH:13][CH2:14][C:15]2[CH:20]=[CH:19][C:18]([C:21]3[CH:26]=[CH:25][CH:24]=[CH:23][N:22]=3)=[CH:17][CH:16]=2)[N:10]2[N:27]=[CH:28][C:29]([CH:30]([CH3:32])[CH3:31])=[C:9]2[N:8]=1)[CH2:4][CH3:5].N[C@@H](CC)CO>>[OH:1][CH2:2][C@@H:3]([NH:6][C:7]1[N:12]=[C:11]([NH:13][CH2:14][C:15]2[CH:16]=[CH:17][C:18]([C:21]3[CH:26]=[CH:25][CH:24]=[CH:23][N:22]=3)=[CH:19][CH:20]=2)[N:10]2[N:27]=[CH:28][C:29]([CH:30]([CH3:31])[CH3:32])=[C:9]2[N:8]=1)[CH2:4][CH3:5]. Reported procedure: According to the same conditions resulting in the preparation of the compound 2, the compound 4 is prepared from IIa.2 by oxidation reaction of the sulfur atom and then introduction of commercial (S)-(+)-2-aminobutanol. Yield=48%. Foam. 1H NMR (300 MHz, CDCl3): δ 8.69 (d, 1H, J=4.1 Hz, Harom), 7.96 (d, 2H, J=7.9 Hz, Harom), 7.78-7.69 (m, 2H, Harom), 7.62 (s, 1H, Harom), 7.42 (d, 2H, J=7.9 Hz, Harom), 7.26-7.21 (m, 1H, Harom), 6.91 (bs, 1H, NH), 5.10 (s, 1H, H exchangeable), 4.75 (d, 2H, J=6.0 Hz... The reactants are CCO, CCOC(=O)C(C)(C)c1ccc(F)cc1, [K+], [OH-], O. Product: CC(C)(C(=O)O)c1ccc(F)cc1. As a reaction SMILES: [CH3:18][CH2:19][OH:20].[F:1][c:2]1[cH:3][cH:4][c:5]([C:8]([C:9](=[O:10])[O:11][CH2:12][CH3:13])([CH3:14])[CH3:15])[cH:6][cH:7]1.[K+:17].[OH-:16].[OH2:21]>>[F:1][c:2]1[cH:3][cH:4][c:5]([C:8]([C:9](=[O:10])[OH:11])([CH3:14])[CH3:15])[cH:6][cH:7]1. Starting materials: NC1=C(C=CC=C1F)C#CCC(CC(C)(C)C1=C(C=CC(=C1)F)C)(O)C(F)(F)F (1-(2-amino-3-fluorophenyl)-6-(5-fluoro-2-methylphenyl)-6-methyl-4-trifluoromethylhept-1-yn-4-ol). The reagents and catalysts are Cl[Pd]([P](C1=CC=CC=C1)(C2=CC=CC=C2)C3=CC=CC=C3)([P](C4=CC=CC=C4)(C5=CC=CC=C5)C6=CC=CC=C6)Cl (dichlorobis(triphenylphosphine)palladium). Run in O1CCOCC1 (dioxane). Conditions: temperature 100 celsius. Product: FC(C(CC(C)(C)C1=C(C=CC(=C1)F)C)(O)CC=1NC2=C(C=CC=C2C1)F)(F)F (1,1,1-Trifluoro-2-(7-fluoro-1H-indol-2-ylmethyl)-4-(5-fluoro-2-methylphenyl)-4-methylpentan-2-ol). The yield is 77.3%. RXN SMILES: [NH2:1][C:2]1[C:7]([F:8])=[CH:6][CH:5]=[CH:4][C:3]=1[C:9]#[C:10][CH2:11][C:12]([C:26]([F:29])([F:28])[F:27])([OH:25])[CH2:13][C:14]([C:17]1[CH:22]=[C:21]([F:23])[CH:20]=[CH:19][C:18]=1[CH3:24])([CH3:16])[CH3:15]>O1CCOCC1.Cl[Pd](Cl)([P](C1C=CC=CC=1)(C1C=CC=CC=1)C1C=CC=CC=1)[P](C1C=CC=CC=1)(C1C=CC=CC=1)C1C=CC=CC=1>[F:27][C:26]([F:29])([F:28])[C:12]([CH2:11][C:10]1[NH:1][C:2]2[C:3]([CH:9]=1)=[CH:4][CH:5]=[CH:6][C:7]=2[F:8])([OH:25])[CH2:13][C:14]([C:17]1[CH:22]=[C:21]([F:23])[CH:20]=[CH:19][C:18]=1[CH3:24])([CH3:15])[CH3:16] |^1:38,57|. Procedure: A solution of 1-(2-amino-3-fluorophenyl)-6-(5-fluoro-2-methylphenyl)-6-methyl-4-trifluoromethylhept-1-yn-4-ol (900 mg, 2.2 mmol) in 10 mL of anhydrous dioxane was treated with dichlorobis(triphenylphosphine)palladium (II) (250 mg, 0.36 mmol) and the mixture was heated at 100° C. for 60 hours. The crude reaction mixture was purified on SiO2 (20% dichloromethane in hexanes) to afford 700 mg of the title product as a yellow oil (78% yield).